This data is from the Open Reaction Database (ORD), a public repository of structured organic reaction records. The task is: describe an organic reaction: reactants, conditions, products, and yield The reactants are O=C([O-])O, ClCCl, OCc1ncccc1F, [Na+], O=S(Cl)Cl. The product is Fc1cccnc1CCl. As a reaction SMILES: [C:14](=[O:15])([OH:16])[O-:17].[Cl:19][CH2:20][Cl:21].[F:1][c:2]1[c:3]([CH2:8][OH:9])[n:4][cH:5][cH:6][cH:7]1.[Na+:18].[S:10]([Cl:11])([Cl:12])=[O:13]>>[F:1][c:2]1[c:3]([CH2:8][Cl:12])[n:4][cH:5][cH:6][cH:7]1.